This data is from the Open Reaction Database (ORD), a public repository of structured organic reaction records. The task is: describe an organic reaction: reactants, conditions, products, and yield Starting materials: FC(F)(F)N=C=O (trifluoromethyl isocyanate), CC=1C=C(C=CC1)NO (N-(3-methylphenyl) hydroxylamine). Run in C(C)OCC (diethyl ether), C(C)OCC (diethyl ether). Reaction conditions: time 1 hour. Product: FC(NC(=O)N(O)C1=CC(=CC=C1)C)(F)F (1-trifluoromethyl-3-(3'-methylphenyl)-3-hydroxyurea). Reaction SMILES: [F:1][C:2]([N:5]=[C:6]=[O:7])([F:4])[F:3].[CH3:8][C:9]1[CH:10]=[C:11]([NH:15][OH:16])[CH:12]=[CH:13][CH:14]=1>C(OCC)C>[F:1][C:2]([F:4])([F:3])[NH:5][C:6]([N:15]([C:11]1[CH:12]=[CH:13][CH:14]=[C:9]([CH3:8])[CH:10]=1)[OH:16])=[O:7]. Procedure: A solution of trifluoromethyl isocyanate (11.1 grams; 0.1 mol) in diethyl ether (50 ml) is added dropwise, with stirring, to a solution of N-(3-methylphenyl) hydroxylamine (12.3 grams; 0.1 mol) in diethyl ether (50 ml) at room temperature. Stirring is continued for a period of about 1 hour resulting in the formation of a precipitate. The precipitate is recovered by filtration, is washed and dried to yield 1-trifluoromethyl-3-(3'-methylphenyl)-3-hydroxyurea. Starting materials: Cc1ccccc1, CCCC[Sn](CCCC)(CCCC)c1nccnc1F, CSc1cc(I)nc(C)n1, c1ccc(P(c2ccccc2)(c2ccccc2)[Pd](P(c2ccccc2)(c2ccccc2)c2ccccc2)(P(c2ccccc2)(c2ccccc2)c2ccccc2)P(c2ccccc2)(c2ccccc2)c2ccccc2)cc1. Yields the product CSc1cc(-c2nccnc2F)nc(C)n1. As a reaction SMILES: [CH3:31][c:32]1[cH:33][cH:34][cH:35][cH:36][cH:37]1.[F:11][c:12]1[n:13][cH:14][cH:15][n:16][c:17]1[Sn:18]([CH2:19][CH2:20][CH2:21][CH3:22])([CH2:23][CH2:24][CH2:25][CH3:26])[CH2:27][CH2:28][CH2:29][CH3:30].[I:1][c:2]1[n:3][c:4]([CH3:10])[n:5][c:6]([S:8][CH3:9])[cH:7]1.[cH:38]1[cH:39][cH:40][c:41]([P:42]([Pd:43]([P:44]([c:45]2[cH:46][cH:47][cH:48][cH:49][cH:50]2)([c:51]2[cH:52][cH:53][cH:54][cH:55][cH:56]2)[c:57]2[cH:58][cH:59][cH:60][cH:61][cH:62]2)([P:63]([c:64]2[cH:65][cH:66][cH:67][cH:68][cH:69]2)([c:70]2[cH:71][cH:72][cH:73][cH:74][cH:75]2)[c:76]2[cH:77][cH:78][cH:79][cH:80][cH:81]2)[P:82]([c:83]2[cH:84][cH:85][cH:86][cH:87][cH:88]2)([c:89]2[cH:90][cH:91][cH:92][cH:93][cH:94]2)[c:95]2[cH:96][cH:97][cH:98][cH:99][cH:100]2)([c:101]2[cH:102][cH:103][cH:104][cH:105][cH:106]2)[c:107]2[cH:108][cH:109][cH:110][cH:111][cH:112]2)[cH:113][cH:114]1>>[c:2]1(-[c:17]2[c:12]([F:11])[n:13][cH:14][cH:15][n:16]2)[n:3][c:4]([CH3:10])[n:5][c:6]([S:8][CH3:9])[cH:7]1. Reactants: CC1=C(N)C(=CC=C1)C (2,6-Dimethylaniline), ClCC1OCCO1 (2-chloromethyl-1,3-dioxolane), C([O-])([O-])=O.[K+].[K+] (potassium carbonate). Procedure: 2,6-Dimethylaniline (75 grams), 2-chloromethyl-1,3-dioxolane (25 grams), potassium carbonate (34 grams) and dimethylformamide (50 ml) were charged into a glass reaction vessel equipped with a mechanical stirrer, thermometer and reflux condenser. The reaction mixture was heated at reflux for a period of about 18 hours. After this time the mixture was filtered and distilled to yield the desired product N-(1,3-dioxolan-2-ylmethyl)-2,6-dimethylaniline. As a reaction SMILES: [CH3:1][C:2]1[CH:8]=[CH:7][CH:6]=[C:5]([CH3:9])[C:3]=1[NH2:4].Cl[CH2:11][CH:12]1[O:16][CH2:15][CH2:14][O:13]1.C(=O)([O-])[O-].[K+].[K+]>CN(C)C=O>[O:13]1[CH2:14][CH2:15][O:16][CH:12]1[CH2:11][NH:4][C:3]1[C:5]([CH3:9])=[CH:6][CH:7]=[CH:8][C:2]=1[CH3:1] |f:2.3.4|. Run in CN(C=O)C (dimethylformamide). Product: O1C(OCC1)CNC1=C(C=CC=C1C)C (N-(1,3-dioxolan-2-ylmethyl)-2,6-dimethylaniline). Reaction conditions: time 16 hour. The product is ClC=1C=C(COC2=CC=C(CNCC(=O)N)C=C2)C=CC1 (2-[4-(3-chlorobenzyloxy)benzyl]aminoacetamide). The reactants are Cl.NCC(=O)N (glycinamide hydrochloride), C(#N)[BH3-].[Na+] (sodium cyanoborohydride), ClC=1C(=C(C=O)C=CC1)OCC1=CC=CC=C1 (3-chlorobenzyloxybenzaldehyde). Procedure details: 22.4 g (0.203 mol) of glycinamide hydrochloride are suspended in 1000 ml of dry methanol and 10.2 g (0.162 mol) of sodium cyanoborohydride are added while stirring under nitrogen. After solubilization of the mixture, 50 g (0.203 mol) of 3-chlorobenzyloxybenzaldehyde are added in a single portion. The reaction mixture is stirred 8 hours at room temperature and then allowed to stand 16 hours. The solution is filtered and evaporated, taken up with water and extracted three times with methylene chlo... As a reaction SMILES: [ClH:1].[NH2:2][CH2:3][C:4]([NH2:6])=[O:5].[C:7]([BH3-])#N.[Na+].Cl[C:12]1[C:13]([O:20][CH2:21][C:22]2[CH:27]=[CH:26][CH:25]=[CH:24][CH:23]=2)=[C:14]([CH:17]=[CH:18][CH:19]=1)C=O>CO>[Cl:1][C:26]1[CH:27]=[C:22]([CH:23]=[CH:24][CH:25]=1)[CH2:21][O:20][C:13]1[CH:12]=[CH:19][C:18]([CH2:7][NH:2][CH2:3][C:4]([NH2:6])=[O:5])=[CH:17][CH:14]=1 |f:0.1,2.3|. Solvent: CO (methanol). The reactants are C(C)(=O)OC1=CC=C(C(=O)Cl)C=C1 (4-acetoxybenzoyl chloride), NC1=C(C=CC=C1)SC1=C(C#N)C=CC=C1 (2-(2-Aminophenylthio)benzonitrile), N1=CC=CC=C1 (pyridine). The solvent is CCOCC (ether), CCOCC (ether). Product: C(#N)C1=C(C=CC=C1)SC1=C(C=CC=C1)NC(C1=CC=C(C=C1)O)=O (N-[2-(2-Cyanophenylthio)phenyl]-4-hydroxybenzamide). Yield: 82.9%. RXN SMILES: [NH2:1][C:2]1[CH:7]=[CH:6][CH:5]=[CH:4][C:3]=1[S:8][C:9]1[CH:16]=[CH:15][CH:14]=[CH:13][C:10]=1[C:11]#[N:12].N1C=CC=CC=1.C([O:26][C:27]1[CH:35]=[CH:34][C:30]([C:31](Cl)=[O:32])=[CH:29][CH:28]=1)(=O)C>CCOCC>[C:11]([C:10]1[CH:13]=[CH:14][CH:15]=[CH:16][C:9]=1[S:8][C:3]1[CH:4]=[CH:5][CH:6]=[CH:7][C:2]=1[NH:1][C:31](=[O:32])[C:30]1[CH:34]=[CH:35][C:27]([OH:26])=[CH:28][CH:29]=1)#[N:12]. Reported procedure: In 60 ml of ether were dissolved 2.6 g of 2-(2-aminophenylthio)benzonitrile (prepared in accordance with Reference Example 5, Step 4) and 2.8 g of pyridine, followed by dropwise addition of a solution of 2.7 g of 4-acetoxybenzoyl chloride in ether with ice-cooling and stirring. After completion of dropwise addition, the mixture was stirred at room temperature for 10 hours. The ether was then distilled off and ethanol was added to the residue. The resulting crystals were collected by filtration a... The reactants are C[Si](C)(C)C#Cc1ccc2c(c1)CC1(CC2)OCCO1, CO, [K+], [K+], O=C([O-])[O-]. Product: C#Cc1ccc2c(c1)CC1(CC2)OCCO1. Reaction SMILES: [CH3:1][Si:2]([C:3]#[C:4][c:5]1[cH:6][cH:7][c:8]2[c:17]([cH:18]1)[CH2:16][C:11]1([CH2:10][CH2:9]2)[O:12][CH2:13][CH2:14][O:15]1)([CH3:19])[CH3:20].[CH3:27][OH:28].[K+:21].[K+:22].[O-:23][C:24]([O-:25])=[O:26]>>[CH:3]#[C:4][c:5]1[cH:6][cH:7][c:8]2[c:17]([cH:18]1)[CH2:16][C:11]1([CH2:10][CH2:9]2)[O:12][CH2:13][CH2:14][O:15]1. The reactants are C1CCOC1, [Na+], [OH-], CCOC(=O)C=C1c2cc(S(=O)(=O)Nc3cccc(O)c3)ccc2-c2ccc(S(=O)(=O)Nc3cccc(O)c3)cc21. Yields the product O=C(O)C=C1c2cc(S(=O)(=O)Nc3cccc(O)c3)ccc2-c2ccc(S(=O)(=O)Nc3cccc(O)c3)cc21. RXN SMILES: [CH2:42]1[O:43][CH2:44][CH2:45][CH2:46]1.[Na+:48].[OH-:47].[OH:1][c:2]1[cH:3][c:4]([NH:8][S:9](=[O:10])(=[O:11])[c:12]2[cH:13][c:14]3[c:22]([cH:23][cH:24]2)-[c:21]2[c:16]([cH:17][c:18]([S:25](=[O:26])(=[O:27])[NH:28][c:29]4[cH:30][c:31]([OH:35])[cH:32][cH:33][cH:34]4)[cH:19][cH:20]2)[C:15]3=[CH:36][C:37](=[O:38])[O:39][CH2:40][CH3:41])[cH:5][cH:6][cH:7]1>>[OH:1][c:2]1[cH:3][c:4]([NH:8][S:9](=[O:10])(=[O:11])[c:12]2[cH:13][c:14]3[c:22]([cH:23][cH:24]2)-[c:21]2[c:16]([cH:17][c:18]([S:25](=[O:26])(=[O:27])[NH:28][c:29]4[cH:30][c:31]([OH:35])[cH:32][cH:33][cH:34]4)[cH:19][cH:20]2)[C:15]3=[CH:36][C:37](=[O:38])[OH:39])[cH:5][cH:6][cH:7]1. Reactants: CSC1(C(NC1)=O)NC(COC1=CC=CC=C1)=O ((3RS)-3-Methylthio-3-phenoxyacetamido-azetidin-2-one), C(C)(=O)OO (peracetic acid). Solvent: O1CCOCC1 (dioxan), C(C)(=O)O (acetic acid). Reaction conditions: time 20 minute. Yields the product CS(=O)C1(C(NC1)=O)NC(COC1=CC=CC=C1)=O ((3RS)-3-Methylsulphinyl-3-phenoxyacetamido-azetidin-2-one). RXN SMILES: [CH3:1][S:2][C:3]1([NH:8][C:9](=[O:18])[CH2:10][O:11][C:12]2[CH:17]=[CH:16][CH:15]=[CH:14][CH:13]=2)[CH2:6][NH:5][C:4]1=[O:7].C(OO)(=[O:21])C>O1CCOCC1.C(O)(=O)C>[CH3:1][S:2]([C:3]1([NH:8][C:9](=[O:18])[CH2:10][O:11][C:12]2[CH:17]=[CH:16][CH:15]=[CH:14][CH:13]=2)[CH2:6][NH:5][C:4]1=[O:7])=[O:21]. Reported procedure: A solution of (25) (175 mg) in dry dioxan (7 ml) was treated with a solution of peracetic acid in glacial acetic acid (0.99 ml of a 5.07% w/v solution). The mixture was stirred at room temperature for approximately 20 mins, then evaporated to dryness. The residue was evaporated once more from dry dioxan before drying thoroughly in vacuo. The residue was taken up in chloroform and chromatographed on a short column of silica gel eluting with 10% meOH/CHCl3 to give the product (26) (186 mg) a mixtu... The reactants are CCOC(=O)C1C(c2ccc(N)cc2)CC(=O)N1C, O=N[O-], [Na+], O, O=S(=O)(O)O. Yields the product CCOC(=O)C1C(c2ccc(O)cc2)CC(=O)N1C. RXN SMILES: [CH2:1]([CH3:2])[O:3][C:4](=[O:5])[CH:6]1[CH:7]([c:13]2[cH:14][cH:15][c:16]([NH2:19])[cH:17][cH:18]2)[CH2:8][C:9](=[O:12])[N:10]1[CH3:11].[N:20](=[O:21])[O-:22].[Na+:23].[OH2:29].[S:24](=[O:25])(=[O:26])([OH:27])[OH:28]>>[CH2:1]([CH3:2])[O:3][C:4](=[O:5])[CH:6]1[CH:7]([c:13]2[cH:14][cH:15][c:16]([OH:21])[cH:17][cH:18]2)[CH2:8][C:9](=[O:12])[N:10]1[CH3:11].